This data is from the Open Reaction Database (ORD), a public repository of structured organic reaction records. The task is: describe an organic reaction: reactants, conditions, products, and yield Reactants: ClC=1C=C2C(=NC1)NC=C2 (5-Chloro-1H-pyrrolo[2,3-b]pyridine), C(C)(C)(C)OC(N(CC=1C=NC(=CC1)OC)C1=NC=C(C=C1)C=O)=O ((5-formyl-pyridin-2-yl)-(6-methoxy-pyridin-3-ylmethyl)-carbamic acid tert-butyl ester), [OH-].[K+] (potassium hydroxide), COC1=CC=C(C=N1)C=O (6-methoxy-pyridine-3-carbaldehyde). Run in CO (methanol), O (water). Run at time 8 hour. The product is C(C)(C)(C)OC(N(CC=1C=NC(=CC1)OC)C1=NC=C(C=C1)C(O)C1=CNC2=NC=C(C=C21)Cl)=O (5-[(5-chloro-1H-pyrrolo[2,3-b]pyridin-3-yl)-hydroxy-methyl]-pyridin-2-yl-(6-methoxy-pyridin-3-ylmethyl)-carbamic acid tert-butyl ester). The yield is 37.0%. As a reaction SMILES: [Cl:1][C:2]1[CH:3]=[C:4]2[CH:10]=[CH:9][NH:8][C:5]2=[N:6][CH:7]=1.[C:11]([O:15][C:16](=[O:35])[N:17]([C:27]1[CH:32]=[CH:31][C:30]([CH:33]=[O:34])=[CH:29][N:28]=1)[CH2:18][C:19]1[CH:20]=[N:21][C:22]([O:25][CH3:26])=[CH:23][CH:24]=1)([CH3:14])([CH3:13])[CH3:12].COC1N=CC(C=O)=CC=1.[OH-].[K+]>CO.O>[C:11]([O:15][C:16](=[O:35])[N:17]([C:27]1[CH:32]=[CH:31][C:30]([CH:33]([C:10]2[C:4]3[C:5](=[N:6][CH:7]=[C:2]([Cl:1])[CH:3]=3)[NH:8][CH:9]=2)[OH:34])=[CH:29][N:28]=1)[CH2:18][C:19]1[CH:20]=[N:21][C:22]([O:25][CH3:26])=[CH:23][CH:24]=1)([CH3:14])([CH3:12])[CH3:13] |f:3.4|. Procedure: To 5-chloro-1H-pyrrolo[2,3-b]pyridine (532, 0.092 g, 0.60 mmol) in methanol (15.0 mL) were added (5-formyl-pyridin-2-yl)-(6-methoxy-pyridin-3-ylmethyl)-carbamic acid tert-butyl ester (585, 0.240 g, 0.70 mmol, prepared according to the protocol of Example 17, Scheme 19, Steps 1-3, replacing 4-chlorobenzaldehyde 40 with 6-methoxy-pyridine-3-carbaldehyde in Step 1) and potassium hydroxide (1.2 g, 0.021 mol). The reaction was stirred at room temperature overnight, then poured into water, and extract... Starting materials: OC1=CC=2C=3C4=C(C(=CC3NC2C=C1)I)C(NC4=O)=O (9-hydroxy-4-iodopyrrolo[3,4-c]carbazole-1,3(2H,6H)-dione), C(C)C1=C(C=CC=C1)B(O)O (2-ethylbenzeneboronic acid). Yields the product C(C)C1=C(C=CC=C1)C1=CC=2NC=3C=CC(=CC3C2C2=C1C(NC2=O)=O)O (4-(2-Ethylphenyl)-9-hydroxypyrrolo[3,4-c]carbazole-1,3(2H,6H)-dione). Isolated yield 69.0%. As a reaction SMILES: [OH:1][C:2]1[CH:14]=[CH:13][C:12]2[NH:11][C:10]3[CH:9]=[C:8](I)[C:7]4[C:16](=[O:20])[NH:17][C:18](=[O:19])[C:6]=4[C:5]=3[C:4]=2[CH:3]=1.[CH2:21]([C:23]1[CH:28]=[CH:27][CH:26]=[CH:25][C:24]=1B(O)O)[CH3:22]>>[CH2:21]([C:23]1[CH:28]=[CH:27][CH:26]=[CH:25][C:24]=1[C:8]1[C:7]2[C:16](=[O:20])[NH:17][C:18](=[O:19])[C:6]=2[C:5]2[C:4]3[CH:3]=[C:2]([OH:1])[CH:14]=[CH:13][C:12]=3[NH:11][C:10]=2[CH:9]=1)[CH3:22]. Reported procedure: The reaction of 9-hydroxy-4-iodopyrrolo[3,4-c]carbazole-1,3(2H,6H)-dione, prepared as in example 7, with 2-ethylbenzeneboronic acid according to the procedure described in example 8 gave 4-(2-Ethylphenyl)-9-hydroxypyrrolo[3,4-c]carbazole-1,3(2H,6H)-dione (501) (I; Ar=2-ethylphenyl) in a 69% yield; mp (MeOH/CH2Cl2/hexane) 273–275° C. 1H NMR [(CD3)2SO] δ 11.73 (br s, 1H), 10.95 (br s, 1H), 9.25 (s, 1H), 8.32 (d, J=2.4 Hz, 1H), 7.44 (s, 1H), 7.44 (d, J=8.6 Hz, 1H), 7.36 (td, J=7.2, 1.5 Hz, 1H), 7.3...